This data is from the Open Reaction Database (ORD), a public repository of structured organic reaction records. The task is: describe an organic reaction: reactants, conditions, products, and yield Starting materials: BrC1=CC(=C(C=C1)N)C(C)(C)C (4-bromo-2-tert-butylphenylamine), C(C)I (ethyl iodide), [Cl-].[NH4+] (ammonium chloride), [H-].[Na+] (sodium hydride). Solvent: CS(=O)C (DMSO), CS(=O)C (DMSO). Run at temperature 0 celsius, time 30 minute. Yields the product BrC1=CC(=C(C=C1)CCN)C(C)(C)C ((4-bromo-2-tert-butylphenyl)ethylamine), oil. Yield: 65.0%. Reaction SMILES: [H-].[Na+].[Br:3][C:4]1[CH:9]=[CH:8][C:7](N)=[C:6]([C:11]([CH3:14])([CH3:13])[CH3:12])[CH:5]=1.[CH2:15](I)[CH3:16].[Cl-].[NH4+:19]>CS(C)=O>[Br:3][C:4]1[CH:9]=[CH:8][C:7]([CH2:16][CH2:15][NH2:19])=[C:6]([C:11]([CH3:14])([CH3:13])[CH3:12])[CH:5]=1 |f:0.1,4.5|. Procedure details: 2.7 g (68 mmol) of sodium hydride are suspended in 250 ml of DMSO, under a stream of nitrogen. 7 g (31 mmol) of 4-bromo-2-tert-butylphenylamine, diluted in 10 ml of DMSO, are added to the reaction medium cooled to 0° C. After stirring at ambient temperature for 30 minutes, 5.4 ml (68 mmol) of ethyl iodide are added slowly. The pale-yellow-coloured mixture is stirred overnight at ambient temperature and then poured into a saturated solution of ammonium chloride and extracted twice with ethyl acet... Reactants: [OH-].[K+] (KOH), C(C)(=O)OCC1=C(C=CC=C1)[N+](=O)[O-] (2-Nitrobenzyl acetate), Cl (HCl). Solvent: O (H2O). Conditions: time 2 hour. Product: [N+](=O)([O-])C1=C(C=CC=C1)CO (2-Nitrophenyl methanol). Yield: 98.0%. RXN SMILES: C([O:4][CH2:5][C:6]1[CH:11]=[CH:10][CH:9]=[CH:8][C:7]=1[N+:12]([O-:14])=[O:13])(=O)C.[OH-].[K+].Cl>O>[N+:12]([C:7]1[CH:8]=[CH:9][CH:10]=[CH:11][C:6]=1[CH2:5][OH:4])([O-:14])=[O:13] |f:1.2|. Procedure details: To a suspension of compound 62 (70 mg, 0.18 mmol) in H2O (10 mL) was added 10% aq. KOH solution (0.5 mL). The reaction mixture was heated under reflux for 24 h. The reaction solution was cooled to r. t., and adjusted to pH 7 with 1 M HCl, then concentrated to half volume. The solution was kept at 0° C. for 2 h, and filtered. The crude precipitate was purified by silica gel column (elute hexane/EtOAc:1/1) to afford 63 (27 mg, 50%) as white solid. The product is C(C1=CC=CC=C1)OC=1C=C(C=C(C1)F)C1(CCOC1)OC (4-(3-Benzyloxy-5-fluorophenyl)-4-methoxytetrahydrofuran). As a reaction SMILES: [H-].[Na+].[CH2:3]([O:10][C:11]1[CH:12]=[C:13]([C:18]2([OH:23])[CH2:22][O:21][CH2:20][CH2:19]2)[CH:14]=[C:15]([F:17])[CH:16]=1)[C:4]1[CH:9]=[CH:8][CH:7]=[CH:6][CH:5]=1.[CH3:24]I>O1CCCC1>[CH2:3]([O:10][C:11]1[CH:12]=[C:13]([C:18]2([O:23][CH3:24])[CH2:22][O:21][CH2:20][CH2:19]2)[CH:14]=[C:15]([F:17])[CH:16]=1)[C:4]1[CH:5]=[CH:6][CH:7]=[CH:8][CH:9]=1 |f:0.1|. Reaction conditions: time 1 hour. Solvent: O1CCCC1 (tetrahydrofuran). Starting materials: [H-].[Na+] (Sodium hydride), C(C1=CC=CC=C1)OC=1C=C(C=C(C1)F)C1(CCOC1)O (4-(3-benzyloxy-5-fluorophenyl)-4-hydroxytetrahydrofuran), CI (Methyl iodide). Reported procedure: Sodium hydride (60% w/w dispersion in mineral oil, 1.3 g) was added to a solution of 4-(3-benzyloxy-5-fluorophenyl)-4-hydroxytetrahydrofuran (9.1 g) in tetrahydrofuran (30 ml). The mixture was stirred at room temperature for about 1 hour then cooled to about 0° C. with an ice-bath. Methyl iodide (4 ml) was added and the mixture stirred at room temperature for about 20 hours. The mixture was quenched with aqueous 10% hydrochloric acid (1 ml) and the tetrahydrofuran was evaporated in vacuo. The re...